Dataset: the Open Reaction Database (ORD), a public repository of structured organic reaction records. Task: describe an organic reaction: reactants, conditions, products, and yield The reactants are CC1=C(SC=C1)C=NC1=C(C=CC(=C1)[N+](=O)[O-])O (2-[[(3-Methyl-2-thienyl)methylene]amino]-4-nitrophenol), C(C)(=O)[O-].C(C)(=O)[O-].C(C)(=O)[O-].C(C)(=O)[O-].[Pb+4] (lead tetraacetate). The solvent is O (water), C(C)(=O)O (acetic acid). The product is [N+](=O)([O-])C=1C=CC2=C(N=C(O2)C=2SC=CC2C)C1 (5-Nitro-2-(3-methyl-2-thienyl)benzoxazole). Yield: 41.5%. Reaction SMILES: [CH3:1][C:2]1[CH:6]=[CH:5][S:4][C:3]=1[CH:7]=[N:8][C:9]1[CH:14]=[C:13]([N+:15]([O-:17])=[O:16])[CH:12]=[CH:11][C:10]=1[OH:18].C([O-])(=O)C.C([O-])(=O)C.C([O-])(=O)C.C([O-])(=O)C.[Pb+4]>C(O)(=O)C.O>[N+:15]([C:13]1[CH:12]=[CH:11][C:10]2[O:18][C:7]([C:3]3[S:4][CH:5]=[CH:6][C:2]=3[CH3:1])=[N:8][C:9]=2[CH:14]=1)([O-:17])=[O:16] |f:1.2.3.4.5|. Reported procedure: 2-[[(3-Methyl-2-thienyl)methylene]amino]-4-nitrophenol (13.1 g, 0.05 mole) is heated to reflux in 500 ml of glacial acetic acid and lead tetraacetate (22.2 g, 0.05 mole) is added to the hot mixture. After heating for 10 minutes, the mixture is diluted with 1 liter of water and the precipitated product collected. The crude material is dissolved in chloroform (350 ml) and treated with activiated charcoal. The chloroform is evaporated yielding 5.4 g of product, melting point 174°-176°C. Starting materials: ClC1=CC=C(C=C1)S(=O)(=O)N[C@H]1C(NCCC(C1)(F)F)=O (4-Chloro-N-((R)-5,5-difluoro-2-oxo-azepan-3-yl)-benzenesulfonamide), FC1=C(C=CC(=C1)OC)CO ((2-fluoro-4-methoxy-phenyl)-methanol). Product: ClC1=CC=C(C=C1)S(=O)(=O)N(CC1=C(C=C(C=C1)OC)F)[C@H]1C(NCCC(C1)(F)F)=O (4-chloro-N-((R)-5,5-difluoro-2-oxo-azepan-3-yl)-N-(2-fluoro-4-methoxy-benzyl)-benzenesulfonamide). As a reaction SMILES: [Cl:1][C:2]1[CH:7]=[CH:6][C:5]([S:8]([NH:11][C@@H:12]2[CH2:18][C:17]([F:20])([F:19])[CH2:16][CH2:15][NH:14][C:13]2=[O:21])(=[O:10])=[O:9])=[CH:4][CH:3]=1.[F:22][C:23]1[CH:28]=[C:27]([O:29][CH3:30])[CH:26]=[CH:25][C:24]=1[CH2:31]O>>[Cl:1][C:2]1[CH:7]=[CH:6][C:5]([S:8]([N:11]([C@@H:12]2[CH2:18][C:17]([F:19])([F:20])[CH2:16][CH2:15][NH:14][C:13]2=[O:21])[CH2:31][C:24]2[CH:25]=[CH:26][C:27]([O:29][CH3:30])=[CH:28][C:23]=2[F:22])(=[O:9])=[O:10])=[CH:4][CH:3]=1. Procedure details: 4-Chloro-N-((R)-5,5-difluoro-2-oxo-azepan-3-yl)-benzenesulfonamide was reacted with (2-fluoro-4-methoxy-phenyl)-methanol analogous to Example 3a to afford 4-chloro-N-((R)-5,5-difluoro-2-oxo-azepan-3-yl)-N-(2-fluoro-4-methoxy-benzyl)-benzenesulfonamide: The reactants are Cc1noc(-c2ccc(Br)cc2)c1C(CCCc1ccccc1)O[Si](C)(C)C(C)(C)C, CCOC(=O)C1(c2ccc(B3OC(C)(C)C(C)(C)O3)cc2)CC1. Yields the product CCOC(=O)C1(c2ccc(-c3ccc(-c4onc(C)c4C(CCCc4ccccc4)O[Si](C)(C)C(C)(C)C)cc3)cc2)CC1. As a reaction SMILES: [Br:1][c:2]1[cH:3][cH:4][c:5](-[c:8]2[c:9]([CH:14]([CH2:15][CH2:16][CH2:17][c:18]3[cH:19][cH:20][cH:21][cH:22][cH:23]3)[O:24][Si:25]([CH3:26])([CH3:27])[C:28]([CH3:29])([CH3:30])[CH3:31])[c:10]([CH3:13])[n:11][o:12]2)[cH:6][cH:7]1.[CH2:32]([CH3:33])[O:34][C:35](=[O:36])[C:37]1([c:40]2[cH:41][cH:42][c:43]([B:46]3[O:47][C:48]([CH3:49])([CH3:50])[C:51]([CH3:52])([CH3:53])[O:54]3)[cH:44][cH:45]2)[CH2:38][CH2:39]1>>[c:2]1(-[c:43]2[cH:42][cH:41][c:40]([C:37]3([C:35]([O:34][CH2:32][CH3:33])=[O:36])[CH2:38][CH2:39]3)[cH:45][cH:44]2)[cH:3][cH:4][c:5](-[c:8]2[c:9]([CH:14]([CH2:15][CH2:16][CH2:17][c:18]3[cH:19][cH:20][cH:21][cH:22][cH:23]3)[O:24][Si:25]([CH3:26])([CH3:27])[C:28]([CH3:29])([CH3:30])[CH3:31])[c:10]([CH3:13])[n:11][o:12]2)[cH:6][cH:7]1. Solvent: C(Cl)(Cl)Cl (chloroform). RXN SMILES: O(C1C=C(C=CC=1)CO)C1C=CC=CC=1.[CH3:16][C:17]1([CH3:32])[CH:19]([CH:20]=[CH:21][C:22]([O:24][CH2:25][CH:26]2[CH2:28][CH2:27]2)=[O:23])[CH:18]1[C:29]([OH:31])=[O:30]>C(Cl)(Cl)Cl>[CH3:16][C:17]1([CH3:32])[CH:19]([CH:20]=[CH:21][C:22]([O:24][CH2:25][CH:26]2[CH2:28][CH2:27]2)=[O:23])[CH:18]1[C:29]([OH:31])=[O:30].[CH3:32][C:17]1([CH3:16])[CH:19]([CH:20]=[CH:21][C:22]([O:24][CH2:25][CH2:26][CH3:27])=[O:23])[CH:18]1[C:29]([O-:31])=[O:30]. The product is CC1(C(C1C=CC(=O)OCC1CC1)C(=O)O)C (2,2-dimethyl-3-(3-cyclopropylmethoxy-3-oxo-1-propenyl) cyclopropane-carboxylic acid), CC1(C(C1C=CC(=O)OCCC)C(=O)[O-])C (2,2-dimethyl-3-(3-n-propoxy-3-oxo-1-propenyl)-cyclopropane-carboxylate). Starting materials: O(C1=CC=CC=C1)C=1C=C(CO)C=CC1 (m-phenoxy-benzyl alcohol), CC1(C(C1C=CC(=O)OCC1CC1)C(=O)O)C (2,2-dimethyl-3-(3-cyclopropylmethoxy-3-oxo-1-propenyl) cyclopropane-carboxylic acid). Reported procedure: Using the procedure of Example 9, m-phenoxy-benzyl alcohol and (1R, cis, ΔZ) 2,2-dimethyl-3-(3-n-propoxy-3-oxo-1-propenyl)-cyclopropane-carboxylic acid were reacted to obtain m-phenoxy-benzyl (1R, cis, ΔZ) 2,2-dimethyl-3-(3-n-propoxy-3-oxo-1-propenyl)-cyclopropane-carboxylate with a specific rotation of [α]D20 =+40°±2° (c=0.5% in chloroform). Starting materials: C=CC=C (butadiene), C=CC=C (butadiene), O=O (oxygen), C(C)(=O)O (acetic acid). The product is C(C)(=O)OC(C)C(C)OC(C)=O (diacetoxybutane). As a reaction SMILES: [CH2:1]=[CH:2][CH:3]=[CH2:4].O=O.[C:7]([OH:10])(=[O:9])[CH3:8]>>[C:7]([O:10][CH:2]([CH:3]([O:10][C:7](=[O:9])[CH3:8])[CH3:4])[CH3:1])(=[O:9])[CH3:8]. Procedure details: The conventional butadiene process starts with reaction of butadiene with acetic acid and oxygen-containing gas, followed by hydrogenation to obtain diacetoxybutane (see FIG. 1). As shown in FIG. 2, the resulting diacetoxybutane is hydrolyzed, and acetic acid and water are distilled off from the liquid reaction mixture containing crude 1,4-butanediol (hydrolyzate) in a first distillation tower. Diacetoxybutane and hydroxyacetoxybutane are separated from the hydrolyzate in a second distillation t... Reactants: CC(C)(OC(=O)N1CCNCC1)C ((1,1-dimethylethoxy)carbonylpiperazine), CC(C)(C)C=1C=C(C=O)C=C(C1O)C(C)(C)C (3,5-bis(1,1-dimethylethyl)-4-hydroxybenzaldehyde), saturated solution, C(=O)(O)[O-].[Na+] (NaHCO3), C(#N)[BH3-].[Na+] (sodium cyanoborohydride), FC(C(=O)O)(F)F (trifluoroacetic acid). Solvent: CO (methanol), C1CCOC1 (THF). Run at time 48 hour. Product: CC(C)(C)C=1C=C(C=C(C1O)C(C)(C)C)CN1CCNCC1 (1-(3,5-bis(1,1-dimethylethyl)-4-hydroxyphenyl)methylpiperazine). Reaction SMILES: CC(C)(O[C:5]([N:7]1[CH2:12][CH2:11][NH:10][CH2:9][CH2:8]1)=O)C.[CH3:14][C:15]([C:18]1[CH:19]=[C:20]([CH:23]=[C:24]([C:27]([CH3:30])([CH3:29])[CH3:28])[C:25]=1[OH:26])C=O)([CH3:17])[CH3:16].C([BH3-])#N.[Na+].C([O-])(O)=O.[Na+].FC(F)(F)C(O)=O>CO.C1COCC1>[CH3:17][C:15]([C:18]1[CH:19]=[C:20]([CH2:5][N:7]2[CH2:8][CH2:9][NH:10][CH2:11][CH2:12]2)[CH:23]=[C:24]([C:27]([CH3:30])([CH3:29])[CH3:28])[C:25]=1[OH:26])([CH3:14])[CH3:16] |f:2.3,4.5|. Reported procedure: Commercially available (1,1-dimethylethoxy)carbonylpiperazine (12.47 g) and 3,5-bis(1,1-dimethylethyl)-4-hydroxybenzaldehyde (15.67 g) were dissolved in 1:1 mixture of methanol and THF (200 ml). The solution was cooled in an ice-bath, and sodium cyanoborohydride (6.2 g) was added portionwise over 2 h. The reaction mixture was allowed to warm to room temperature and stirred for 48 h. At this time 50 ml of a saturated solution of NaHCO3 was added, and the mixture was concentrated in vacuo. The res... Reactants: CC(=O)O[BH-](OC(C)=O)OC(C)=O, CN1CCN(c2ccc(Nc3ncc4ccc(-c5ccc(C=O)o5)n4n3)cc2)CC1, CS(=O)(=O)CCN, CC(=O)O, ClCCCl, Cl, [Na+]. Product: CN1CCN(c2ccc(Nc3ncc4ccc(-c5ccc(CNCCS(C)(=O)=O)o5)n4n3)cc2)CC1. Reaction SMILES: [C:43]([O:44][BH-:45]([O:46][C:47](=[O:48])[CH3:49])[O:50][C:51](=[O:52])[CH3:53])(=[O:54])[CH3:55].[CH3:1][N:2]1[CH2:3][CH2:4][N:5]([c:8]2[cH:9][cH:10][c:11]([NH:14][c:15]3[n:16][n:17]4[c:18]([cH:19][n:20]3)[cH:21][cH:22][c:23]4-[c:24]3[cH:25][cH:26][c:27]([CH:29]=[O:30])[o:28]3)[cH:12][cH:13]2)[CH2:6][CH2:7]1.[CH3:31][S:32](=[O:33])(=[O:34])[CH2:35][CH2:36][NH2:37].[CH3:39][C:40](=[O:41])[OH:42].[Cl:57][CH2:58][CH2:59][Cl:60].[ClH:38].[Na+:56]>>[CH3:1][N:2]1[CH2:3][CH2:4][N:5]([c:8]2[cH:9][cH:10][c:11]([NH:14][c:15]3[n:16][n:17]4[c:18]([cH:19][n:20]3)[cH:21][cH:22][c:23]4-[c:24]3[cH:25][cH:26][c:27]([CH2:29][NH:37][CH2:36][CH2:35][S:32]([CH3:31])(=[O:33])=[O:34])[o:28]3)[cH:12][cH:13]2)[CH2:6][CH2:7]1. Starting materials: O=C1C2=C(OCC3=C1C=CC=C3)C=CC(=C2)C(CNCC)O (2-(6,11-dihydro-11-oxodibenz[b,e]oxepin-2-yl)-N-ethyl-N-hydroxyethylamine), [BH4-].[Na+] (sodium borohydride). Run in CO (methanol). Reaction conditions: time 2 hour. Yields the product OC1C2=C(OCC3=C1C=CC=C3)C=CC(=C2)C(CNCC)O (2-(6,11-dihydro-11-hydroxydibenz[b,e]oxepin-2-yl)-N-ethyl-N-hydroxyethylamine). Isolated yield 65.4%. Reaction SMILES: [O:1]=[C:2]1[C:8]2[CH:9]=[CH:10][CH:11]=[CH:12][C:7]=2[CH2:6][O:5][C:4]2[CH:13]=[CH:14][C:15]([CH:17]([OH:22])[CH2:18][NH:19][CH2:20][CH3:21])=[CH:16][C:3]1=2.[BH4-].[Na+]>CO>[OH:1][CH:2]1[C:8]2[CH:9]=[CH:10][CH:11]=[CH:12][C:7]=2[CH2:6][O:5][C:4]2[CH:13]=[CH:14][C:15]([CH:17]([OH:22])[CH2:18][NH:19][CH2:20][CH3:21])=[CH:16][C:3]1=2 |f:1.2|. Procedure details: A solution of 2-(6,11-dihydro-11-oxodibenz[b,e]oxepin-2-yl)-N-ethyl-N-hydroxyethylamine (4.1 g) in 100 ml methanol at 0° C. was treated with sodium borohydride (1.04 g) in two portions and stirred under a nitrogen blanket for 2 hours. The solution was evaporated and taken up in chloroform and washed with saturated bicarbonate. This solution was evaporated again and the residue purified by flash chromatography (silica gel, 19:1 Chloroform-methanol) to give an oil. This oil crystallized from ether... Reactants: C1(=CC=CC=C1)C1=CC=C2CCC(C2=C1)=O (6-phenyl-1-indanone), O (water), CC(C=C)O (3-buten-2-ol), C1(=CC=C(C=C1)S(=O)(=O)O)C (p-toluenesulfonic acid). Run in COC(C)(C)OC (2,2-dimethoxy-propane). Yields the product C(C=CC)C1C(C2=CC(=CC=C2C1)C1=CC=CC=C1)=O ((RS)-2-(2-buten-1-yl)-6-phenyl-1-indanone). Yield: 72.0%. As a reaction SMILES: [C:1]1([C:7]2[CH:15]=[C:14]3[C:10]([CH2:11][CH2:12][C:13]3=[O:16])=[CH:9][CH:8]=2)[CH:6]=[CH:5][CH:4]=[CH:3][CH:2]=1.[CH3:17][CH:18](O)[CH:19]=[CH2:20].C1(C)C=CC(S(O)(=O)=O)=CC=1.O>COC(OC)(C)C>[CH2:17]([CH:12]1[CH2:11][C:10]2[C:14](=[CH:15][C:7]([C:1]3[CH:2]=[CH:3][CH:4]=[CH:5][CH:6]=3)=[CH:8][CH:9]=2)[C:13]1=[O:16])[CH:18]=[CH:19][CH3:20]. Procedure details: A solution of 13.2 g of 6-phenyl-1-indanone, 11 ml of 3-buten-2-ol and 110 mg of p-toluenesulfonic acid in 110ml of 2,2-dimethoxy-propane was boiled under reflux for 48 hours on a water separator filled with molecular sieve (0.4 nm, 2 mm pearl shaped). The reaction mixture was subsequently concentrated in a vacuum and purified by column chromatography on silica gel (hexane/diethyl ether 5:1). 12.0 g (72%) of (RS)-2-(2-buten-1-yl)-6-phenyl-1-indanone was obtained as a light yellow solid which was... The reactants are CCO, O=C(C=Cc1ccccc1)c1c(O)cccc1OCCCCl, O, O=S(=O)(O)O. The product is O=C1CC(c2ccccc2)Oc2cccc(OCCCCl)c21. RXN SMILES: [CH3:29][CH2:30][OH:31].[Cl:1][CH2:2][CH2:3][CH2:4][O:5][c:6]1[c:7]([C:8]([CH:9]=[CH:10][c:11]2[cH:12][cH:13][cH:14][cH:15][cH:16]2)=[O:17])[c:18]([OH:22])[cH:19][cH:20][cH:21]1.[OH2:28].[S:23](=[O:24])(=[O:25])([OH:26])[OH:27]>>[Cl:1][CH2:2][CH2:3][CH2:4][O:5][c:6]1[c:7]2[c:18]([cH:19][cH:20][cH:21]1)[O:22][CH:10]([c:11]1[cH:12][cH:13][cH:14][cH:15][cH:16]1)[CH2:9][C:8]2=[O:17].